Dataset: the Open Reaction Database (ORD), a public repository of structured organic reaction records. Task: describe an organic reaction: reactants, conditions, products, and yield Starting materials: C(C)(C)NC(C)C (Diisopropylamine), ClC1=NC(=CC=C1)F (2-chloro-6-fluoropyridine), CN(C=O)C (Dimethylformamide), C(CCC)[Li] (n-Buyllithium). The solvent is O1CCCC1 (tetrahydrofuran), O1CCCC1 (tetrahydrofuran). Conditions: temperature 0 celsius, time 30 minute. Yields the product ClC1=NC(=C(C=O)C=C1)F (6-Chloro-2-fluoronicotinaldehyde). RXN SMILES: C(NC(C)C)(C)C.C([Li])CCC.[Cl:13][C:14]1[CH:19]=[CH:18][CH:17]=[C:16]([F:20])[N:15]=1.CN(C)[CH:23]=[O:24]>O1CCCC1>[Cl:13][C:14]1[CH:19]=[CH:18][C:17]([CH:23]=[O:24])=[C:16]([F:20])[N:15]=1. Reported procedure: Diisopropylamine (1.14 ml, 8.0 mmol) was taken up in 8 mL tetrahydrofuran and cooled to −78° C. n-Buyllithium (4.8 ml, 7.6 mmol) was added dropwise. The flask was then warmed to 0° C. in an ice bath and stirred for 30 minutes. The reaction mixture was then added dropwise to a cooled (−78° C.) solution of 2-chloro-6-fluoropyridine (1.0 g, 7.60 mmol) in tetrahydrofuran (25.3 ml). The reaction mixture was stirred at −78° C. for one hour. Dimethylformamide (0.88 ml, 11.4 mmol) was added dropwise and... Reported procedure: First, 20 ml of tetrahydrofuran was added dropwise slowly to the mixture of 0.50 g of dihydro tetrakis(triphenylphosphine)ruthenium and 3.00 g of (4-(trifluoromethyl)benzyl)malononitrile under an atmosphere of nitrogen, followed by stirring for 15 minutes. Then, 0.82 g of acrolein was added dropwise slowly, followed by stirring for 1 hour at room temperature and then the solvent was distilled away. The residue was subjected to silica gel column chromatography to give 1.58 g of 2-(2-formylethyl)-... As a reaction SMILES: [F:1][C:2]([F:16])([F:15])[C:3]1[CH:14]=[CH:13][C:6]([CH2:7][CH:8]([C:11]#[N:12])[C:9]#[N:10])=[CH:5][CH:4]=1.[CH:17]([CH:19]=[CH2:20])=[O:18]>O1CCCC1>[CH:17]([CH2:19][CH2:20][C:8]([CH2:7][C:6]1[CH:5]=[CH:4][C:3]([C:2]([F:15])([F:16])[F:1])=[CH:14][CH:13]=1)([C:11]#[N:12])[C:9]#[N:10])=[O:18]. Yield: 42.1%. Reactants: dihydro tetrakis(triphenylphosphine)ruthenium, FC(C1=CC=C(CC(C#N)C#N)C=C1)(F)F ((4-(trifluoromethyl)benzyl)malononitrile), C(=O)C=C (acrolein). Run in O1CCCC1 (tetrahydrofuran). The product is C(=O)CCC(C#N)(C#N)CC1=CC=C(C=C1)C(F)(F)F (2-(2-formylethyl)-2-(4-(trifluoromethyl)benzyl)malononitrile). Run at time 15 minute. The reactants are CCOC(=O)CBr, [H-], O=[N+]([O-])c1ccc(Oc2cccc3[nH]ccc23)nc1, [Na+], CN(C)C=O, O. The product is CCOC(=O)Cn1ccc2c(Oc3ccc([N+](=O)[O-])cn3)cccc21. Reaction SMILES: [Br:22][CH2:23][C:24](=[O:25])[O:26][CH2:27][CH3:28].[H-:20].[N+:1](=[O:2])([O-:3])[c:4]1[cH:5][cH:6][c:7]([O:10][c:11]2[c:12]3[cH:13][cH:14][nH:15][c:16]3[cH:17][cH:18][cH:19]2)[n:8][cH:9]1.[Na+:21].[O:30]=[CH:31][N:32]([CH3:33])[CH3:34].[OH2:29]>>[N+:1](=[O:2])([O-:3])[c:4]1[cH:5][cH:6][c:7]([O:10][c:11]2[c:12]3[cH:13][cH:14][n:15]([CH2:23][C:24](=[O:25])[O:26][CH2:27][CH3:28])[c:16]3[cH:17][cH:18][cH:19]2)[n:8][cH:9]1. Reactants: C1(=CC=C(C=C1)S(=O)(=O)OCCCCCCCCCC=C)C (10-undecenyl p-toluenesulfonate), C1(O)=CC=C(O)C=C1 (hydroquinone), 0.419. Reagents/catalysts: [Na].[Hg] (sodium amalgam). The solvent is C(CCC)O (butanol), C(CCC)O (butanol), C(CCC)O (butanol). Reaction conditions: temperature 110 celsius, time 7 hour. Product: C(CCCCCCCCC=C)OC1=CC=C(C=C1)O (p-(10-undecenyl)oxyphenol). The yield is 47.6%. As a reaction SMILES: C1(C)C=CC(S(O[CH2:11][CH2:12][CH2:13][CH2:14][CH2:15][CH2:16][CH2:17][CH2:18][CH2:19][CH:20]=[CH2:21])(=O)=O)=CC=1.[C:23]1([CH:30]=[CH:29][C:27]([OH:28])=[CH:26][CH:25]=1)[OH:24]>C(O)CCC.[Na].[Hg]>[CH2:21]([O:24][C:23]1[CH:30]=[CH:29][C:27]([OH:28])=[CH:26][CH:25]=1)[CH2:20][CH2:19][CH2:18][CH2:17][CH2:16][CH2:15][CH2:14][CH2:13][CH:12]=[CH2:11] |f:3.4,^1:35|. Procedure details: 2.60 g (8.02 mM) of 10-undecenyl p-toluenesulfonate and 1.79 g (16.2 mM) of hydroquinone were well mixed with 3 ml of butanol under stirring. Into the solution, a solution of 0.419 (9.74 mM) of sodium amalgam dissolved in 6 ml of butanol, followed by 7 hours of heat-refluxing at 110° C. After the reaction, butanol was distilled off, followed by addition of water and extraction with ether. To the ether extract liquid was added anhydrous sodium sulfate for drying, followed by distilling-off of eth...